Dataset: the Open Reaction Database (ORD), a public repository of structured organic reaction records. Task: describe an organic reaction: reactants, conditions, products, and yield Starting materials: CC(=O)Nc1cccc(Nc2ncc(C(N)=O)c(NCC3CCN(C(=O)OC(C)(C)C)CC3)n2)c1, O=C(O)C(F)(F)F. Product: CC(=O)Nc1cccc(Nc2ncc(C(N)=O)c(NCC3CCNCC3)n2)c1. As a reaction SMILES: [C:1]([CH3:2])(=[O:3])[NH:4][c:5]1[cH:6][c:7]([NH:11][c:12]2[n:13][cH:14][c:15]([C:33]([NH2:34])=[O:35])[c:16]([NH:18][CH2:19][CH:20]3[CH2:21][CH2:22][N:23]([C:26]([O:27][C:28]([CH3:29])([CH3:30])[CH3:31])=[O:32])[CH2:24][CH2:25]3)[n:17]2)[cH:8][cH:9][cH:10]1.[F:36][C:37]([F:38])([F:39])[C:40]([OH:41])=[O:42]>>[C:1]([CH3:2])(=[O:3])[NH:4][c:5]1[cH:6][c:7]([NH:11][c:12]2[n:13][cH:14][c:15]([C:33]([NH2:34])=[O:35])[c:16]([NH:18][CH2:19][CH:20]3[CH2:21][CH2:22][NH:23][CH2:24][CH2:25]3)[n:17]2)[cH:8][cH:9][cH:10]1. Starting materials: COC=1C=C2CCNC(C2=CC1)=O (6-methoxy-3,4-dihydroisoquinolin-1(2H)-one), [H-].[Al+3].[Li+].[H-].[H-].[H-] (lithium aluminum hydride), [OH-].[Na+] (sodium hydroxide). Run in O1CCCC1 (tetrahydrofuran), O1CCCC1 (tetrahydrofuran). Conditions: temperature 70 celsius. Product: COC=1C=C2CCNCC2=CC1 (6-methoxy-1,2,3,4-tetrahydroisoquinoline). Reaction SMILES: [H-].[Al+3].[Li+].[H-].[H-].[H-].[CH3:7][O:8][C:9]1[CH:10]=[C:11]2[C:16](=[CH:17][CH:18]=1)[C:15](=O)[NH:14][CH2:13][CH2:12]2.[OH-].[Na+]>O1CCCC1>[CH3:7][O:8][C:9]1[CH:10]=[C:11]2[C:16](=[CH:17][CH:18]=1)[CH2:15][NH:14][CH2:13][CH2:12]2 |f:0.1.2.3.4.5,7.8|. Procedure: To a suspension of lithium aluminum hydride (10 g, 46 mmol) in tetrahydrofuran (100 mL) at 0° C. under nitrogen was added slowly a solution of the product of Example 53B (4.1 g, 23 mmol) in tetrahydrofuran (50 mL) over 0.5 hours and the mixture was heated at 70° C. for 2 hours. After cooling to 0° C., 15% sodium hydroxide (4.9 mL) was added slowly and the mixture was filtered and washed with ethyl acetate (50 mL). The filtrate was concentrated to give the crude title compound. MS: 164 (M+H+). Reactants: CCO, O=C(OCc1ccccc1)c1cnc(Nc2cccc(Cl)c2)nc1C(F)(F)F, [K+], [OH-]. Yields the product O=C(O)c1cnc(Nc2cccc(Cl)c2)nc1C(F)(F)F. Reaction SMILES: [CH3:31][CH2:32][OH:33].[Cl:1][c:2]1[cH:3][c:4]([NH:8][c:9]2[n:10][cH:11][c:12]([C:19](=[O:20])[O:21][CH2:22][c:23]3[cH:24][cH:25][cH:26][cH:27][cH:28]3)[c:13]([C:15]([F:16])([F:17])[F:18])[n:14]2)[cH:5][cH:6][cH:7]1.[K+:30].[OH-:29]>>[Cl:1][c:2]1[cH:3][c:4]([NH:8][c:9]2[n:10][cH:11][c:12]([C:19](=[O:20])[OH:21])[c:13]([C:15]([F:16])([F:17])[F:18])[n:14]2)[cH:5][cH:6][cH:7]1.